Task: describe an organic reaction: reactants, conditions, products, and yield. Dataset: the Open Reaction Database (ORD), a public repository of structured organic reaction records The reactants are acetals, 1,3-diols, CC1([C@@H](OC(OC1)C1=CC=CC=C1)C=C)C ((4S)-5,5-Dimethyl-2-phenyl-4-vinyl-1,3-dioxane), [H-].C(C(C)C)[Al+]CC(C)C (diisobutylaluminum hydride). Solvent: ClCCl (dichloromethane). The product is CC(CO)([C@H](C=C)OCC1=CC=CC=C1)C ((3S)-2,2-Dimethyl-3-(phenylmethoxy)pent-4-en-1-ol). Isolated yield 87.7%. RXN SMILES: [CH3:1][C:2]1([CH3:16])[CH2:7][O:6][CH:5]([C:8]2[CH:13]=[CH:12][CH:11]=[CH:10][CH:9]=2)[O:4][C@H:3]1[CH:14]=[CH2:15].[H-].C([Al+]CC(C)C)C(C)C>ClCCl>[CH3:1][C:2]([CH3:16])([C@@H:3]([O:4][CH2:5][C:8]1[CH:9]=[CH:10][CH:11]=[CH:12][CH:13]=1)[CH:14]=[CH2:15])[CH2:7][OH:6] |f:1.2|. Reported procedure: Following the general procedure for the reductive ring opening of benzylidene-type acetals of 1,3-diols of Description 9, 9.5 g (43.5 mmol) of (4S)-5,5-dimethyl-2-phenyl-4-vinyl-1,3-dioxane (7c) was reacted with 25.0 mL (19.9 g, 140.0 mmol) of diisobutylaluminum hydride [(iBu)2AlH, DIBAL(H)] in 150 mL of anhydrous dichloromethane (DCM). After acidic aqueous work-up, the crude material was purified by silica gel column using mixtures of methyl tert-butyl ether (MTBE) and hexane (Hxn) as eluent (M... Starting materials: C(C)OC(=O)C=1C=NN2C1C(=NC1=CC=CC=C21)Cl (4-chloropyrazolo[1,5-a]quinoxaline-3-carboxylic acid ethyl ester), O (water), [Na] (sodium), CS (methyl mercaptan). Solvent: CN(C=O)C (dimethylformamide). Yields the product CSC=1C=2N(C3=CC=CC=C3N1)N=CC2C(=O)OCC (4-(Methylthio)pyrazolo[1,5-a]quinoxaline-3-carboxylic acid, ethyl ester). RXN SMILES: [CH2:1]([O:3][C:4]([C:6]1[CH:7]=[N:8][N:9]2[C:18]3[C:13](=[CH:14][CH:15]=[CH:16][CH:17]=3)[N:12]=[C:11](Cl)[C:10]=12)=[O:5])[CH3:2].[Na].[CH3:21][SH:22].O>CN(C)C=O>[CH3:21][S:22][C:11]1[C:10]2[N:9]([N:8]=[CH:7][C:6]=2[C:4]([O:3][CH2:1][CH3:2])=[O:5])[C:18]2[C:13]([N:12]=1)=[CH:14][CH:15]=[CH:16][CH:17]=2 |^1:19|. Procedure: 2.76 g. of 4-chloropyrazolo[1,5-a]quinoxaline-3-carboxylic acid ethyl ester are heated with 0.71 g. of the sodium salt of methyl mercaptan in dimethylformamide. After cooling, the reaction mixture is poured into water. The product 4-(methylthio)pyrazolo[1,5-a]quinoxaline-3-carboxylic acid, ethyl ester is filtered under suction and crystallized from ethanol as white needles, m.p. 97°-98°. The reactants are BrC=1C=CC(=C(C1)[C@@](CO)(C)NC(CCl)=O)F ((R)-N-[1-(5-bromo-2-fluoro-phenyl)-2-hydroxy-1-methyl-ethyl]-2-chloro-acetamide), [K] (potassium), CCSC(=O)N(CC(C)C)CC(C)C (butylate). Reagents/catalysts: [Pd] (palladium). The product is Cl.NC=1C=CC(=C(C1)[C@@]1(COCC(N1)=O)C)F ((R)-5-(5-amino-2-fluoro-phenyl)-5-methyl-morpholin-3-one hydrochloride). Reaction SMILES: Br[C:2]1[CH:3]=[CH:4][C:5]([F:17])=[C:6]([C@:8]([NH:12][C:13](=[O:16])[CH2:14][Cl:15])([CH3:11])[CH2:9][OH:10])[CH:7]=1.[K].CCSC([N:24](CC(C)C)CC(C)C)=O>[Pd]>[ClH:15].[NH2:24][C:2]1[CH:3]=[CH:4][C:5]([F:17])=[C:6]([C@@:8]2([CH3:11])[NH:12][C:13](=[O:16])[CH2:14][O:10][CH2:9]2)[CH:7]=1 |f:4.5,^1:17|. Procedure: In close analogy to the reaction sequence described for the preparation of Building block C, the cyclization of the (R)-N-[1-(5-bromo-2-fluoro-phenyl)-2-hydroxy-1-methyl-ethyl]-2-chloro-acetamide with potassium tent-butylate, followed by the palladium-catalyzed amination, and, finally, by the hydrolysis yielded the (R)-5-(5-amino-2-fluoro-phenyl)-5-methyl-morpholin-3-one hydrochloride as a light yellow solid. Mass (calculated) C11H14ClN2O2 [260.698]; (found) [M+H]+=225. Procedure details: In the manner given in Example 22, 5-trifluoromethyl-2'-chloro-2-[3,5-bis(phthalimidomethyl)-4H-1,2,4-triazol4-yl]benzophenone in ethanol is heated with hydrazine hydrate to give 8-trifluoromethyl-1-(aminomethyl)-6-(o-chlorophenyl)-4H-s-triazolo[4,3-a][1,4]benzodiazepine. Solvent: C(C)O (ethanol). Product: FC(C=1C=CC2=C(C(=NCC=3N2C(=NN3)CN)C3=C(C=CC=C3)Cl)C1)(F)F (8-trifluoromethyl-1-(aminomethyl)-6-(o-chlorophenyl)-4H-s-triazolo[4,3-a][1,4]benzodiazepine). Starting materials: FC(C=1C=CC(=C(C(=O)C2=C(C=CC=C2)Cl)C1)N1C(=NN=C1CN1C(C=2C(C1=O)=CC=CC2)=O)CN2C(C=1C(C2=O)=CC=CC1)=O)(F)F (5-trifluoromethyl-2'-chloro-2-[3,5-bis(phthalimidomethyl)-4H-1,2,4-triazol4-yl]benzophenone), O.NN (hydrazine hydrate). Reaction SMILES: [F:1][C:2]([F:48])([F:47])[C:3]1[CH:4]=[CH:5][C:6]([N:18]2[C:22]([CH2:23][N:24]3C(=O)C4=CC=CC=C4C3=O)=[N:21][N:20]=[C:19]2[CH2:35][N:36]2C(=O)C3=CC=CC=C3C2=O)=[C:7]([CH:17]=1)[C:8]([C:10]1[CH:15]=[CH:14][CH:13]=[CH:12][C:11]=1[Cl:16])=O.O.NN>C(O)C>[F:1][C:2]([F:47])([F:48])[C:3]1[CH:4]=[CH:5][C:6]2[N:18]3[C:19]([CH2:35][NH2:36])=[N:20][N:21]=[C:22]3[CH2:23][N:24]=[C:8]([C:10]3[CH:15]=[CH:14][CH:13]=[CH:12][C:11]=3[Cl:16])[C:7]=2[CH:17]=1 |f:1.2|. The reactants are ClC1=NC(=C2N=CN(C2=N1)[C@H]1[C@H](OC(C)=O)[C@H](OC(C)=O)[C@H](O1)COC(C)=O)Cl (2,6-dichloro-9-(2,3,5-tri-O-acetyl-β-D-ribofuranosyl)-9H-purine), C(=O)([O-])[O-].[K+].[K+] (K2CO3), C(C)C(CC)N (1-ethylpropylamine). Solvent: C(C)(C)O (iso-propanol). Conditions: temperature 54 celsius, time 24 hour. Yields the product ClC=1N=C(C=2N=CN([C@H]3[C@H](O)[C@H](O)[C@@H](CO)O3)C2N1)NC(CC)CC (2-Chloro-N-(1-Ethylpropyl)-adenosine). As a reaction SMILES: [Cl:1][C:2]1[N:10]=[C:9]2[C:5]([N:6]=[CH:7][N:8]2[C@@H:11]2[O:23][C@H:22]([CH2:24][O:25]C(=O)C)[C@@H:17]([O:18]C(=O)C)[C@H:12]2[O:13]C(=O)C)=[C:4](Cl)[N:3]=1.C([O-])([O-])=O.[K+].[K+].[CH2:36]([CH:38]([NH2:41])[CH2:39][CH3:40])[CH3:37]>C(O)(C)C>[Cl:1][C:2]1[N:3]=[C:4]([NH:41][CH:38]([CH2:39][CH3:40])[CH2:36][CH3:37])[C:5]2[N:6]=[CH:7][N:8]([C:9]=2[N:10]=1)[C@@H:11]1[O:23][C@H:22]([CH2:24][OH:25])[C@@H:17]([OH:18])[C@H:12]1[OH:13] |f:1.2.3|. Procedure details: A mixture of 2,6-dichloro-9-(2,3,5-tri-O-acetyl-β-D-ribofuranosyl)-9H-purine ** (10.1 g, 22.6 mM), iso-propanol (300 ml), K2CO3 (5 g) and 1-ethylpropylamine (2.17 g, 24.84 mM) was stirred at 20 C. for 24 hrs. The reaction mixture was heated at 54° C. for 73 hrs. Solvent was removed in vacuo, water (50 ml) was added, extracted with ethyl acetate (3×80 ml), the combined extracts were dried (MgSO4) affording the title compound as a creamy light brown foam (9.44 g). LC/MS system A Rt=2.66 min, m/z=3... Starting materials: CC(C)Cn1cnc2c(Cl)nc3ccccc3c21, [NH4+], [OH-]. Product: CC(C)Cn1cnc2c(N)nc3ccccc3c21. Reaction SMILES: [Cl:1][c:2]1[n:3][c:4]2[cH:5][cH:6][cH:7][cH:8][c:9]2[c:10]2[c:11]1[n:12][cH:13][n:14]2[CH2:15][CH:16]([CH3:17])[CH3:18].[NH4+:19].[OH-:20]>>[c:2]1([NH2:19])[n:3][c:4]2[cH:5][cH:6][cH:7][cH:8][c:9]2[c:10]2[c:11]1[n:12][cH:13][n:14]2[CH2:15][CH:16]([CH3:17])[CH3:18]. Reactants: ice water, S(O)(O)(=O)=O (Sulfuric acid), O (H2O), ClC=1C=C(C=CC1)C1=CC=2N(C3=CC=C(C=C13)C(C#N)C1=CC=C(C=C1)Cl)N=NN2 (5-(3-chlorophenyl)-α-(4-chlorophenyl)-tetrazolo[1,5-a]quinoline-7-acetonitrile). The solvent is C(C)(=O)O (Acetic acid). Yields the product ClC=1C=C(C=CC1)C1=CC=2N(C3=CC=C(C=C13)C(C(=O)O)C1=CC=C(C=C1)Cl)N=NN2 (5-(3-chlorophenyl)-α-(4-chlorophenyl)-tetrazolo[1,5-a]quinoline-7-acetic acid). The yield is 91.0%. RXN SMILES: S(=O)(=O)(O)[OH:2].[OH2:6].[Cl:7][C:8]1[CH:9]=[C:10]([C:14]2[C:23]3[C:18](=[CH:19][CH:20]=[C:21]([CH:24]([C:27]4[CH:32]=[CH:31][C:30]([Cl:33])=[CH:29][CH:28]=4)[C:25]#N)[CH:22]=3)[N:17]3[N:34]=[N:35][N:36]=[C:16]3[CH:15]=2)[CH:11]=[CH:12][CH:13]=1>C(O)(=O)C>[Cl:7][C:8]1[CH:9]=[C:10]([C:14]2[C:23]3[C:18](=[CH:19][CH:20]=[C:21]([CH:24]([C:27]4[CH:32]=[CH:31][C:30]([Cl:33])=[CH:29][CH:28]=4)[C:25]([OH:2])=[O:6])[CH:22]=3)[N:17]3[N:34]=[N:35][N:36]=[C:16]3[CH:15]=2)[CH:11]=[CH:12][CH:13]=1. Procedure details: Sulfuric acid (25 ml) was added slowly to H2O (25 ml). Acetic acid (25 ml) was added. Intermediate (59) (0.0190 mol) was added portionwise. The mixture was stirred and refluxed for 18 hours then cooled, poured out into ice water and extracted with DCM. The organic layer was separated, dried (MgSO4), filtered, and the solvent was evaporated till dryness. The residue (8.9 g) was taken up in EtOAc. The organic layer was separated, washed several times with water, dried (MgSO4), filtered and the sol... The product is C(#N)C(C(=O)N)(C1=CC=CC=C1)CC (2-Cyano-2-ethyl-2-phenylacetic acid amide). The reactants are solution, C(#N)C(C(=O)OCC)(C1=CC=CC=C1)CC (ethyl 2-cyano-2-ethyl-2-phenylacetate), N (ammonia). The yield is 80.0%. Run in C(C)O (ethanol). Run at time 96 hour. Procedure: A 10% solution of ethyl 2-cyano-2-ethyl-2-phenylacetate in ethanol is saturated with ammonia under cooling. The reaction mixture is allowed to stand at 5° C. for 96 hours, thereafter the solvent and the excess of ammonia are removed, and the product is filtered off. 2-Cyano-2-ethyl-2-phenylacetic acid amide is obtained with a yield of 80%; m.p.: 116.5°-117° C. As a reaction SMILES: [C:1]([C:3]([CH2:15][CH3:16])([C:9]1[CH:14]=[CH:13][CH:12]=[CH:11][CH:10]=1)[C:4](OCC)=[O:5])#[N:2].[NH3:17]>C(O)C>[C:1]([C:3]([CH2:15][CH3:16])([C:9]1[CH:14]=[CH:13][CH:12]=[CH:11][CH:10]=1)[C:4]([NH2:17])=[O:5])#[N:2].